From a dataset of the Open Reaction Database (ORD), a public repository of structured organic reaction records. describe an organic reaction: reactants, conditions, products, and yield Reactants: O=c1cc(OCc2ccc(Cl)cn2)ccn1-c1ccc(OCCBr)cc1, CNC(C)C, CN(C)C=O, O. The product is CC(C)N(C)CCOc1ccc(-n2ccc(OCc3ccc(Cl)cn3)cc2=O)cc1. RXN SMILES: [Br:1][CH2:2][CH2:3][O:4][c:5]1[cH:6][cH:7][c:8](-[n:11]2[c:12](=[O:26])[cH:13][c:14]([O:17][CH2:18][c:19]3[n:20][cH:21][c:22]([Cl:25])[cH:23][cH:24]3)[cH:15][cH:16]2)[cH:9][cH:10]1.[CH:27]([CH3:28])([CH3:29])[NH:30][CH3:31].[O:32]=[CH:33][N:34]([CH3:35])[CH3:36].[OH2:37]>>[CH2:2]([CH2:3][O:4][c:5]1[cH:6][cH:7][c:8](-[n:11]2[c:12](=[O:26])[cH:13][c:14]([O:17][CH2:18][c:19]3[n:20][cH:21][c:22]([Cl:25])[cH:23][cH:24]3)[cH:15][cH:16]2)[cH:9][cH:10]1)[N:30]([CH:27]([CH3:28])[CH3:29])[CH3:31].